Dataset: the Open Reaction Database (ORD), a public repository of structured organic reaction records. Task: describe an organic reaction: reactants, conditions, products, and yield The reactants are C1CCOC1, O=C(Cl)c1ccc(I)cc1, CC(N)(C#N)Cn1cc2c(Cl)cc(Cl)c(Cl)c2n1. Product: CC(C#N)(Cn1cc2c(Cl)cc(Cl)c(Cl)c2n1)NC(=O)c1ccc(I)cc1. Reaction SMILES: [CH2:29]1[O:30][CH2:31][CH2:32][CH2:33]1.[I:1][c:2]1[cH:3][cH:4][c:5]([C:6](=[O:7])[Cl:8])[cH:9][cH:10]1.[NH2:11][C:12]([C:13]#[N:14])([CH2:15][n:16]1[n:17][c:18]2[c:19]([Cl:27])[c:20]([Cl:26])[cH:21][c:22]([Cl:25])[c:23]2[cH:24]1)[CH3:28]>>[I:1][c:2]1[cH:3][cH:4][c:5]([C:6](=[O:7])[NH:11][C:12]([C:13]#[N:14])([CH2:15][n:16]2[n:17][c:18]3[c:19]([Cl:27])[c:20]([Cl:26])[cH:21][c:22]([Cl:25])[c:23]3[cH:24]2)[CH3:28])[cH:9][cH:10]1. Reactants: Cc1ccccc1C(=O)c1ccc(Nc2ccccc2NC(=O)CCC(=O)O)cc1Cl, NCC(O)CO. Product: Cc1ccccc1C(=O)c1ccc(Nc2ccccc2NC(=O)CCC(=O)NCC(O)CO)cc1Cl. Reaction SMILES: [Cl:1][c:2]1[cH:3][c:4]([NH:17][c:18]2[c:19]([NH:24][C:25]([CH2:26][CH2:27][C:28](=[O:29])[OH:30])=[O:31])[cH:20][cH:21][cH:22][cH:23]2)[cH:5][cH:6][c:7]1[C:8]([c:9]1[c:10]([CH3:15])[cH:11][cH:12][cH:13][cH:14]1)=[O:16].[NH2:32][CH2:33][CH:34]([CH2:35][OH:36])[OH:37]>>[Cl:1][c:2]1[cH:3][c:4]([NH:17][c:18]2[c:19]([NH:24][C:25]([CH2:26][CH2:27][C:28](=[O:30])[NH:32][CH2:33][CH:34]([CH2:35][OH:36])[OH:37])=[O:31])[cH:20][cH:21][cH:22][cH:23]2)[cH:5][cH:6][c:7]1[C:8]([c:9]1[c:10]([CH3:15])[cH:11][cH:12][cH:13][cH:14]1)=[O:16].